From a dataset of the Open Reaction Database (ORD), a public repository of structured organic reaction records. describe an organic reaction: reactants, conditions, products, and yield The reactants are Cl (HCl), COC1=CC=C(C(=O)C2=NOC(=N2)CC#N)C=C1 ([3-(4-methoxybenzoyl)-1,2,4-oxadiazol-5-yl]acetonitrile), C(C)(C)O (isopropanol), O (water). Yields the product C(C)(C)OC(CC1=NC(=NO1)C(C1=CC=C(C=C1)OC)=O)=O (Isopropyl[3-(4-methoxybenzoyl)-1,2,4-oxadiazol-5-yl]acetate). RXN SMILES: [CH3:1][O:2][C:3]1[CH:18]=[CH:17][C:6]([C:7]([C:9]2[N:13]=[C:12]([CH2:14][C:15]#N)[O:11][N:10]=2)=[O:8])=[CH:5][CH:4]=1.Cl.[OH2:20].[CH:21]([OH:24])([CH3:23])[CH3:22]>>[CH:21]([O:24][C:15](=[O:20])[CH2:14][C:12]1[O:11][N:10]=[C:9]([C:7](=[O:8])[C:6]2[CH:17]=[CH:18][C:3]([O:2][CH3:1])=[CH:4][CH:5]=2)[N:13]=1)([CH3:23])[CH3:22]. Reported procedure: A mixture of [3-(4-methoxybenzoyl)-1,2,4-oxadiazol-5-yl]acetonitrile (39 g) in dry isopropanol (1 liter) was saturated with HCl gas. The resulting solution was refluxed for 5 hours, cooled, and poured into cold water (2 liters) with stirring. The aqueous mixture was extracted with Et2O (3×800 ml). The organics were washed with water (4×1 liter) until neutral and saturated NaCl, dried over Na2SO4, and concentrated in vacuo to give 59 g of an oil. The ester crystallized on standing and the superna... Starting materials: CN(C)c1ccc(Nc2cc(Cl)ccc2[N+](=O)[O-])cc1, CO, [Na]. Product: COc1ccc([N+](=O)[O-])c(Nc2ccc(N(C)C)cc2)c1. As a reaction SMILES: [CH3:1][N:2]([c:3]1[cH:4][cH:5][c:6]([NH:9][c:10]2[c:11]([N+:17](=[O:18])[O-:19])[cH:12][cH:13][c:14]([Cl:16])[cH:15]2)[cH:7][cH:8]1)[CH3:20].[CH3:22][OH:23].[Na:21]>>[CH3:1][N:2]([c:3]1[cH:4][cH:5][c:6]([NH:9][c:10]2[c:11]([N+:17](=[O:18])[O-:19])[cH:12][cH:13][c:14]([O:23][CH3:22])[cH:15]2)[cH:7][cH:8]1)[CH3:20].